From a dataset of the Open Reaction Database (ORD), a public repository of structured organic reaction records. describe an organic reaction: reactants, conditions, products, and yield The reactants are O=C(Oc1c(F)c(F)c(F)c(F)c1F)c1ccccc1NCc1ccncc1, CN(C)C=O, NOCc1cccc2ccccc12. The product is O=C(NOCc1cccc2ccccc12)c1ccccc1NCc1ccncc1. As a reaction SMILES: [F:1][c:2]1[c:3]([O:4][C:9]([c:10]2[c:11]([NH:16][CH2:17][c:18]3[cH:19][cH:20][n:21][cH:22][cH:23]3)[cH:12][cH:13][cH:14][cH:15]2)=[O:24])[c:5]([F:6])[c:7]([F:8])[c:25]([F:26])[c:27]1[F:28].[O:42]=[CH:43][N:44]([CH3:45])[CH3:46].[c:29]1([CH2:39][O:40][NH2:41])[cH:30][cH:31][cH:32][c:33]2[cH:34][cH:35][cH:36][cH:37][c:38]12>>[C:9]([c:10]1[c:11]([NH:16][CH2:17][c:18]2[cH:19][cH:20][n:21][cH:22][cH:23]2)[cH:12][cH:13][cH:14][cH:15]1)(=[O:24])[NH:41][O:40][CH2:39][c:29]1[cH:30][cH:31][cH:32][c:33]2[cH:34][cH:35][cH:36][cH:37][c:38]12. Reactants: OC=1C=C2CCC(NC2=CC1)=O (6-hydroxy-3,4-dihydroquinolin-2(1H)-one), C([O-])([O-])=O.[Cs+].[Cs+] (cesium carbonate), BrCCCCl (1-bromo-3-chloropropane). The solvent is C(C)#N (acetonitrile), C(Cl)(Cl)Cl (chloroform). Run at temperature 110 celsius, time 4 hour. The product is ClCCCOC=1C=C2CCC(NC2=CC1)=O (6-(3-chloropropoxy)-3,4-dihydroquinolin-2(1H)-one). The yield is 57.2%. As a reaction SMILES: [OH:1][C:2]1[CH:3]=[C:4]2[C:9](=[CH:10][CH:11]=1)[NH:8][C:7](=[O:12])[CH2:6][CH2:5]2.C(=O)([O-])[O-].[Cs+].[Cs+].Br[CH2:20][CH2:21][CH2:22][Cl:23]>C(#N)C.C(Cl)(Cl)Cl>[Cl:23][CH2:22][CH2:21][CH2:20][O:1][C:2]1[CH:3]=[C:4]2[C:9](=[CH:10][CH:11]=1)[NH:8][C:7](=[O:12])[CH2:6][CH2:5]2 |f:1.2.3|. Procedure: A suspension of 6-hydroxy-3,4-dihydroquinolin-2(1H)-one (50 g), cesium carbonate (150 g) and 1-bromo-3-chloropropane (58 g) in acetonitrile (300 mL) was stirred at 110° C. for 4 hours. The reaction mixture was cooled to room temperature, diluted with chloroform and filtered to remove insoluble materials. The filtrate was concentrated under reduced pressure. The resulting residue was purified by silica gel column chromatography (eluting solvent: chloroform→chloroform/methanol=4/1), and the result... Reactants: O=S(Cl)Cl (SOCl2), ClCCCC(=O)O (4-chloro-butyric acid), CCO (EtOH). Product: C(C)OC(CCCCl)=O (4-chloro-butyric acid ethyl ester). Reaction SMILES: O=S(Cl)Cl.[Cl:5][CH2:6][CH2:7][CH2:8][C:9]([OH:11])=[O:10].[CH3:12][CH2:13]O>>[CH2:12]([O:10][C:9](=[O:11])[CH2:8][CH2:7][CH2:6][Cl:5])[CH3:13]. Reported procedure: SOCl2 (60.0 mL, 820 mmol) was added to a solution of 4-chloro-butyric acid (50.0 g, 410 mmol) in EtOH (1.2 L) at 0° C. The mixture was heated to reflux for 2 hr then cooled to room temperature and concentrated under reduced pressure to afford the crude 4-chloro-butyric acid ethyl ester.